Dataset: the Open Reaction Database (ORD), a public repository of structured organic reaction records. Task: describe an organic reaction: reactants, conditions, products, and yield Reactants: COC(C1=CC(=CC=C1)C=1OC2=C(N1)C(=CC=C2)C)=O (3-(4-methyl-benzooxazol-2-yl)-benzoic acid methyl ester), BrN1C(CCC1=O)=O (N-bromo succinimide), CC(C)(C#N)N=NC(C)(C)C#N (AIBN). Run in C(Cl)(Cl)(Cl)Cl (CCl4). Yields the product COC(C1=CC(=CC=C1)C=1OC2=C(N1)C(=CC=C2)CBr)=O (3-(4-bromomethyl-benzooxazol-2-yl)-benzoic acid methyl ester). Reaction SMILES: [CH3:1][O:2][C:3](=[O:20])[C:4]1[CH:9]=[CH:8][CH:7]=[C:6]([C:10]2[O:11][C:12]3[CH:18]=[CH:17][CH:16]=[C:15]([CH3:19])[C:13]=3[N:14]=2)[CH:5]=1.[Br:21]N1C(=O)CCC1=O.CC(N=NC(C#N)(C)C)(C#N)C>C(Cl)(Cl)(Cl)Cl>[CH3:1][O:2][C:3](=[O:20])[C:4]1[CH:9]=[CH:8][CH:7]=[C:6]([C:10]2[O:11][C:12]3[CH:18]=[CH:17][CH:16]=[C:15]([CH2:19][Br:21])[C:13]=3[N:14]=2)[CH:5]=1. Reported procedure: A solution of 3-(4-methyl-benzooxazol-2-yl)-benzoic acid methyl ester (1.2 mmol), N-bromo succinimide (1.5 mmol) and AIBN (0.3 mmol) in CCl4 are heated in microwave at 100° C. for 30 minutes (1 mL). The mixture is filtered and concentrated to yield the crude 3-(4-bromomethyl-benzooxazol-2-yl)-benzoic acid methyl ester. LC/MS (ES+): (M+) 346.1, 348.1, (M-Br) 266.1, 268.1. Starting materials: CC(C)(C)OC(=O)N1CCN(Cc2ccccc2)CC1Cc1ccc2ccccc2c1, ClCCl, [NH4+], [OH-], O=C(O)C(F)(F)F. The product is c1ccc(CN2CCNC(Cc3ccc4ccccc4c3)C2)cc1. Reaction SMILES: [C:1]([O:2][C:3](=[O:4])[N:8]1[CH:9]([CH2:21][c:22]2[cH:23][c:24]3[cH:25][cH:26][cH:27][cH:28][c:29]3[cH:30][cH:31]2)[CH2:10][N:11]([CH2:14][c:15]2[cH:16][cH:17][cH:18][cH:19][cH:20]2)[CH2:12][CH2:13]1)([CH3:5])([CH3:6])[CH3:7].[Cl:41][CH2:42][Cl:43].[NH4+:39].[OH-:40].[OH:32][C:33]([C:34]([F:35])([F:36])[F:37])=[O:38]>>[NH:8]1[CH:9]([CH2:21][c:22]2[cH:23][c:24]3[cH:25][cH:26][cH:27][cH:28][c:29]3[cH:30][cH:31]2)[CH2:10][N:11]([CH2:14][c:15]2[cH:16][cH:17][cH:18][cH:19][cH:20]2)[CH2:12][CH2:13]1. Starting materials: CC(=O)OCCCCCC(=O)C1Cc2cccc3c2N(C1)C(=O)C3, Cc1ccc(S(=O)(=O)O)cc1, CCO, O. The product is O=C(CCCCCO)C1Cc2cccc3c2N(C1)C(=O)C3. Reaction SMILES: [C:1](=[O:2])([CH3:3])[O:4][CH2:5][CH2:6][CH2:7][CH2:8][CH2:9][C:10](=[O:11])[CH:12]1[CH2:13][N:14]2[c:15]3[c:16]([cH:17][cH:18][cH:19][c:20]3[CH2:21]1)[CH2:22][C:23]2=[O:24].[CH3:26][c:27]1[cH:28][cH:29][c:30]([S:31]([OH:32])(=[O:33])=[O:34])[cH:35][cH:36]1.[CH3:37][CH2:38][OH:39].[OH2:25]>>[OH:4][CH2:5][CH2:6][CH2:7][CH2:8][CH2:9][C:10](=[O:11])[CH:12]1[CH2:13][N:14]2[c:15]3[c:16]([cH:17][cH:18][cH:19][c:20]3[CH2:21]1)[CH2:22][C:23]2=[O:24].